Dataset: the Open Reaction Database (ORD), a public repository of structured organic reaction records. Task: describe an organic reaction: reactants, conditions, products, and yield The reactants are OS(=O)(=O)O (H2SO4), C(=O)(OCC1=CC=CC=C1)N1[C@H](C(=O)O)CCC1 (N-Cbz-L-proline), [BH4-].[Na+] (sodium borohydride). Solvent: CCOCC (ether), CCOCC (ether), C1CCOC1 (THF). Conditions: temperature 0 celsius. The product is CC1=NOC(=C1)[C@H]1N(CCC1)C (3-Methyl-5-(1-methyl-2(S)-pyrrolidinyl)isoxazole). Yield: 88.0%. RXN SMILES: [BH4-].[Na+].[C:3]([N:13]1[CH2:20][CH2:19][CH2:18][C@H:14]1[C:15]([OH:17])=O)(OCC1C=CC=CC=1)=O.OS(O)(=O)=O>C1COCC1.CCOCC>[CH3:18][C:14]1[CH:15]=[C:15]([C@@H:14]2[CH2:18][CH2:19][CH2:20][N:13]2[CH3:3])[O:17][N:13]=1 |f:0.1|. Reported procedure: To a stirred suspension of sodium borohydride (7.59 g, 200 mmol) in 100 mL of THF cooled to 0° C. was added a solution of 20 g (80.28 mmol) of N-Cbz-L-proline, from step 24a above, in 50 mL of ether. To this solution was added dropwise a solution of 5 mL of H2SO4 in 20 mL of ether, with stirring and while maintaining the temperature below 20° C. The reaction mixture was warmed to room temperature and stirred for 16 hr. The reaction was quenched by the addition of 100 mL of methanol dropwise. The... Reactants: N1(C[C@@H](CCC1)C(=O)OCC)C(=O)OC(C)(C)C ((R)-1-tert-butyl 3-ethyl piperidine-1,3-dicarboxylate), NN (hydrazine). The solvent is CO (MeOH). Yields the product N(N)C(=O)[C@H]1CN(CCC1)C(=O)OC(C)(C)C ((R)-tert-butyl 3-(hydrazinecarbonyl)piperidine-1-carboxylate). Reaction SMILES: [N:1]1([C:12]([O:14][C:15]([CH3:18])([CH3:17])[CH3:16])=[O:13])[CH2:6][CH2:5][CH2:4][C@@H:3]([C:7](OCC)=[O:8])[CH2:2]1.[NH2:19][NH2:20]>CO>[NH:19]([C:7]([C@@H:3]1[CH2:4][CH2:5][CH2:6][N:1]([C:12]([O:14][C:15]([CH3:18])([CH3:17])[CH3:16])=[O:13])[CH2:2]1)=[O:8])[NH2:20]. Procedure details: Stirred a solution of (R)-1-tert-butyl 3-ethyl piperidine-1,3-dicarboxylate (5 g, 19.4 mmol), hydrazine (anhydrous; 2 ml) in MeOH (5 ml) in a microwave oven at 100° C. for 3 hours. Cooled and solvent was evaporated. Chromatographed residue on silica gel eluting with 3% MeOH: DCM to yield (R)-tert-butyl 3-(hydrazinecarbonyl)piperidine-1-carboxylate as colorless oil (5.1 g).